Dataset: the Open Reaction Database (ORD), a public repository of structured organic reaction records. Task: describe an organic reaction: reactants, conditions, products, and yield The reactants are CC(C)=C1CC(CO)C1(C)C, CCC(C)C(=O)O, CCOC(C)=O, CO, O=C(Cl)C(=O)Cl, CN(C)C=O, c1ccncc1, c1ccccc1. The product is CCC(C)C(=O)OCC1CC(=C(C)C)C1(C)C. RXN SMILES: [CH3:14][C:15]1([CH3:24])[CH:16]([CH2:22][OH:23])[CH2:17][C:18]1=[C:19]([CH3:20])[CH3:21].[CH3:1][CH:2]([C:3](=[O:4])[OH:5])[CH2:6][CH3:7].[CH3:37][CH2:38][O:39][C:40](=[O:41])[CH3:42].[CH3:48][OH:49].[Cl:8][C:9]([C:10]([Cl:11])=[O:12])=[O:13].[O:43]=[CH:44][N:45]([CH3:46])[CH3:47].[cH:25]1[cH:26][cH:27][n:28][cH:29][cH:30]1.[cH:31]1[cH:32][cH:33][cH:34][cH:35][cH:36]1>>[CH3:1][CH:2]([C:3](=[O:4])[O:5][CH2:22][CH:16]1[C:15]([CH3:14])([CH3:24])[C:18](=[C:19]([CH3:20])[CH3:21])[CH2:17]1)[CH2:6][CH3:7]. Starting materials: solution, C[Al](C)C (trimethylaluminum), [Cl-].[NH4+] (ammonium chloride), N1=CC=NC=2SC3=C(NC21)C=C(C=C3)CC#N ((10H-pyrazino[2,3-b][1,4]benzothiazin-8-yl)acetonitrile), [Cl-].[NH4+] (ammonium chloride), Cl (hydrochloric acid). The solvent is CCCCCC (n-hexane), C(C)(=O)OCC (ethyl acetate), C1(=CC=CC=C1)C (toluene), C1(=CC=CC=C1)C (toluene). Product: N1=CC=NC=2SC3=C(NC21)C=C(C=C3)CC(=N)N ((10H-Pyrazino[2,3-b][1,4]benzothiazin-8-yl)acetamidine). Yield: 38.6%. Reaction SMILES: [Cl-].[NH4+:2].C[Al](C)C.[N:7]1[C:16]2[NH:15][C:14]3[CH:17]=[C:18]([CH2:21][C:22]#[N:23])[CH:19]=[CH:20][C:13]=3[S:12][C:11]=2[N:10]=[CH:9][CH:8]=1.Cl>CCCCCC.C(OCC)(=O)C.C1(C)C=CC=CC=1>[N:7]1[C:16]2[NH:15][C:14]3[CH:17]=[C:18]([CH2:21][C:22]([NH2:2])=[NH:23])[CH:19]=[CH:20][C:13]=3[S:12][C:11]=2[N:10]=[CH:9][CH:8]=1 |f:0.1|. Procedure: 2.68 g of ammonium chloride was added to 20 ml of dry toluene in a nitrogen atmosphere. Then 36.5 ml of a 15% solution of trimethylaluminum in n-hexane was added thereto under stirring and ice-cooling. The reaction mixture was brought back to room temperature and 70 ml of dry toluene was further added. The resulting mixture was subjected to ultrasonication until the ammonium chloride disappeared completely. A 60 ml portion of the solution thus obtained was taken and 1.5 g of (10H-pyrazino[2,3-b]... Starting materials: Cl.OC=1C=C(C=CC1OC)C=1C(C(N(N1)C1CCNCC1)=O)(C)C (5-(3-hydroxy-4-methoxyphenyl)-4,4-dimethyl-2-piperidin-4-yl-2,4-dihydro-3H-pyrazol-3-one hydrochloride), COC1=C(C(=O)Cl)C=CC=C1 (2-methoxybenzoyl chloride). The product is OC=1C=C(C=CC1OC)C=1C(C(N(N1)C1CCN(CC1)C(=O)C1=C(C=CC=C1)OC)=O)(C)C (5-(3-hydroxy-4-methoxyphenyl)-2-{1-[(2-methoxyphenyl)carbonyl]piperidin-4-yl}-4,4-dimethyl-2,4-dihydro-3H-pyrazol-3-one). RXN SMILES: Cl.[OH:2][C:3]1[CH:4]=[C:5]([C:11]2[C:12]([CH3:24])([CH3:23])[C:13](=[O:22])[N:14]([CH:16]3[CH2:21][CH2:20][NH:19][CH2:18][CH2:17]3)[N:15]=2)[CH:6]=[CH:7][C:8]=1[O:9][CH3:10].[CH3:25][O:26][C:27]1[CH:35]=[CH:34][CH:33]=[CH:32][C:28]=1[C:29](Cl)=[O:30]>>[OH:2][C:3]1[CH:4]=[C:5]([C:11]2[C:12]([CH3:24])([CH3:23])[C:13](=[O:22])[N:14]([CH:16]3[CH2:21][CH2:20][N:19]([C:29]([C:28]4[CH:32]=[CH:33][CH:34]=[CH:35][C:27]=4[O:26][CH3:25])=[O:30])[CH2:18][CH2:17]3)[N:15]=2)[CH:6]=[CH:7][C:8]=1[O:9][CH3:10] |f:0.1|. Reported procedure: The title compound is prepared analogously as described for GP1 using 5-(3-hydroxy-4-methoxyphenyl)-4,4-dimethyl-2-piperidin-4-yl-2,4-dihydro-3H-pyrazol-3-one hydrochloride (compound B11*HCl) and 2-methoxybenzoyl chloride as starting compounds. The crude product is purified by crystallization from EA and diethyl ether to yield 5-(3-hydroxy-4-methoxyphenyl)-2-{1-[(2-methoxyphenyl)carbonyl]piperidin-4-yl}-4,4-dimethyl-2,4-dihydro-3H-pyrazol-3-one as the product. Starting materials: [OH-].[Na+] (sodium hydroxide), ClC(=O)OCC (ethyl chloroformate), NCC(=O)O (glycine), NCC(=O)O (Glycine), [OH-].[Na+] (sodium hydroxide), ClCC1=C(C(=O)Cl)C=CC=C1 (chloromethylbenzoyl chloride), N(=[N+]=[N-])C1=C(C=O)C=CC=C1 (azidobenzaldehyde), N1CCOCC1 (morpholine), resultant mixture, resultant solution, NCC(=O)O (glycine), NCC(=O)O (glycine). The solvent is O (water), O (water), C(C)#N (acetonitrile), C(C)#N (acetonitrile), C(C)N(CC)CC (Triethylamine). Conditions: temperature 10 celsius, time 30 minute. Yields the product N(=[N+]=[N-])C1=CC=C(C=C1)C=C1N=C(OC1=O)C1=CC=C(C=C1)CN1CCOCC1 (4-(4-azidophenylmethylene)-2-(4-morpholinomethylphenyl)-1,3-oxazolin-5-one). RXN SMILES: [NH2:1][CH2:2][C:3](O)=O.[OH-].[Na+].Cl[CH2:9][C:10]1[CH:18]=[CH:17]C=C[C:11]=1[C:12](Cl)=O.[NH:19]1[CH2:24][CH2:23][O:22][CH2:21][CH2:20]1.Cl[C:26]([O:28][CH2:29][CH3:30])=[O:27].[N:31]([C:34]1[CH:41]=[CH:40][CH:39]=[CH:38][C:35]=1C=O)=[N+:32]=[N-:33]>O.C(#N)C.C(N(CC)CC)C>[N:31]([C:34]1[CH:35]=[CH:38][C:39]([CH:3]=[C:2]2[C:26](=[O:27])[O:28][C:29]([C:30]3[CH:17]=[CH:18][C:10]([CH2:9][N:19]4[CH2:24][CH2:23][O:22][CH2:21][CH2:20]4)=[CH:11][CH:12]=3)=[N:1]2)=[CH:40][CH:41]=1)=[N+:32]=[N-:33] |f:1.2|. Reported procedure: Glycine (3 g) was dissolved in a mixture of water (20 g), acetonitrile (10 g), and sodium hydroxide (2 g), and the solution was cooled to 10° C., to thereby prepare a glycine solution. Separately, chloromethylbenzoyl chloride (8 g) was dissolved in acetonitrile (20 g), and the solution was cooled to 10° C. The liquid was added dropwise to the glycine solution over 2 hours. Simultaneously, a solution of sodium hydroxide (2 g) dissolved in water (20 g) was added to the glycine solution over 2 hour...